Dataset: the Open Reaction Database (ORD), a public repository of structured organic reaction records. Task: describe an organic reaction: reactants, conditions, products, and yield Starting materials: CC(=O)O, [Fe], N#Cc1ncc([N+](=O)[O-])cc1C(F)(F)F. The product is N#Cc1ncc(N)cc1C(F)(F)F. RXN SMILES: [CH3:16][C:17](=[O:18])[OH:19].[Fe:20].[N+:1]([O-:2])(=[O:3])[c:4]1[cH:5][c:6]([C:12]([F:13])([F:14])[F:15])[c:7]([C:10]#[N:11])[n:8][cH:9]1>>[NH2:1][c:4]1[cH:5][c:6]([C:12]([F:13])([F:14])[F:15])[c:7]([C:10]#[N:11])[n:8][cH:9]1. Reactants: ferric chloride, COCCOC1=CC=C(C=C1)C=1N=C2N(N=C(C=C2)OCCC)C1I (2-[4-(2-methoxyethoxy)phenyl]-3-iodo-6-propoxyimidazo[1,2-b]pyridazine), cuprous cyanide, C(#N)[Cu] (CuCN). Run in CN(C=O)C (N,N-dimethylformamide). Yields the product COCCOC1=CC=C(C=C1)C=1N=C2N(N=C(C=C2)OCCC)C1C#N (2-[4-(2-Methoxyethoxy)phenyl]-3-cyano-6-propoxy-imidazo[1,2-b]pyridazine). As a reaction SMILES: [CH3:1][O:2][CH2:3][CH2:4][O:5][C:6]1[CH:11]=[CH:10][C:9]([C:12]2[N:13]=[C:14]3[CH:19]=[CH:18][C:17]([O:20][CH2:21][CH2:22][CH3:23])=[N:16][N:15]3[C:24]=2I)=[CH:8][CH:7]=1.[C:26]([Cu])#[N:27]>CN(C)C=O>[CH3:1][O:2][CH2:3][CH2:4][O:5][C:6]1[CH:11]=[CH:10][C:9]([C:12]2[N:13]=[C:14]3[CH:19]=[CH:18][C:17]([O:20][CH2:21][CH2:22][CH3:23])=[N:16][N:15]3[C:24]=2[C:26]#[N:27])=[CH:8][CH:7]=1. Procedure: A mixture of 2-[4-(2-methoxyethoxy)phenyl]-3-iodo-6-propoxyimidazo[1,2-b]pyridazine (100 mg, 0.22 mmol), cuprous cyanide (22 mg, 0.24 mmol) and N,N-dimethylformamide (2 mL) was heated at 80° for 22 hours. More CuCN (10 mg) was added and the mixture heated at 100° for 29 hours. Aqueous ferric chloride solution (5%, acidified with HCl) (7 mL) was added and the resulting mixture heated at 60° for 30 minutes. The resulting suspension was filtered and the collected solid washed with saturated, aqueou... Reactants: CCOC(=O)C1CC(S(=O)(=O)c2ccccc2)CC1C(=O)N1CCOCC1, C1CCOC1, CO, [Li+], [OH-], O. Yields the product O=C(O)C1CC(S(=O)(=O)c2ccccc2)CC1C(=O)N1CCOCC1. As a reaction SMILES: [CH2:1]([CH3:2])[O:3][C:4](=[O:5])[CH:6]1[CH:7]([C:20](=[O:21])[N:22]2[CH2:23][CH2:24][O:25][CH2:26][CH2:27]2)[CH2:8][CH:9]([S:11](=[O:12])(=[O:13])[c:14]2[cH:15][cH:16][cH:17][cH:18][cH:19]2)[CH2:10]1.[CH2:30]1[O:31][CH2:32][CH2:33][CH2:34]1.[CH3:36][OH:37].[Li+:29].[OH-:28].[OH2:35]>>[O:3]=[C:4]([OH:5])[CH:6]1[CH:7]([C:20](=[O:21])[N:22]2[CH2:23][CH2:24][O:25][CH2:26][CH2:27]2)[CH2:8][CH:9]([S:11](=[O:12])(=[O:13])[c:14]2[cH:15][cH:16][cH:17][cH:18][cH:19]2)[CH2:10]1. Reactants: BrCC1=C(C=C(C(=C1)F)[N+](=O)[O-])Cl (1-(Bromomethyl)-2-chloro-5-fluoro-4-nitrobenzene), P(=O)(OCC)(OCC)OCC (triethyl phosphate). The product is ClC1=C(CP(OCC)(OCC)=O)C=C(C(=C1)[N+](=O)[O-])F (Diethyl 2-chloro-5-fluoro-4-nitrobenzylphosphonate). Reaction SMILES: Br[CH2:2][C:3]1[CH:8]=[C:7]([F:9])[C:6]([N+:10]([O-:12])=[O:11])=[CH:5][C:4]=1[Cl:13].[P:14](OCC)([O:19][CH2:20][CH3:21])([O:16][CH2:17][CH3:18])=[O:15]>>[Cl:13][C:4]1[CH:5]=[C:6]([N+:10]([O-:12])=[O:11])[C:7]([F:9])=[CH:8][C:3]=1[CH2:2][P:14](=[O:15])([O:19][CH2:20][CH3:21])[O:16][CH2:17][CH3:18]. Procedure details: 1-(Bromomethyl)-2-chloro-5-fluoro-4-nitrobenzene (6.7 g, 18.62 mmol) and triethyl phosphate (5.64 mL) were heated in an oil bath for 3 hours at 140° C. The reaction mixture was concentrated and chromatographed on silica eluting with dichloromethane/methanol (1:0-1%) to give the title compound (4.06 g). The reactants are C (charcoal), FC(SC1=CC=C(N)C=C1)(F)F (4-trifluoromethylthioaniline), crude product, [S-]C#N.[K+] (potassium thiocyanate), BrBr (bromine). Solvent: C(C)(=O)O (acetic acid), C(C)(=O)O (acetic acid). Conditions: temperature 10 celsius. Product: FC(SC1=CC2=C(N=C(S2)N)C=C1)(F)F (6-Trifluoromethylthio-2-benzothiazolamine). The yield is 58.1%. Reaction SMILES: [F:1][C:2]([F:12])([F:11])[S:3][C:4]1[CH:10]=[CH:9][C:7]([NH2:8])=[CH:6][CH:5]=1.[S-:13][C:14]#[N:15].[K+].BrBr.C>C(O)(=O)C>[F:12][C:2]([F:11])([F:1])[S:3][C:4]1[CH:10]=[CH:9][C:7]2[N:8]=[C:14]([NH2:15])[S:13][C:6]=2[CH:5]=1 |f:1.2|. Procedure details: The procedure is as in Example 1, starting with 4-trifluoromethylthioaniline (3.85 g), potassium thiocyanate (7 g) and bromine (1 cc) in acetic acid (30 cc). The light brown crude product is taken up with acetic acid (250 cc) at 80° C. and the solution obtained is treated with decolorizing charcoal (0.4 g) and filtered; the filtrate is cooled to about 10° C., diluted with water (150 cc) and alkalinized with 28% strength ammonia solution (400 cc). The precipitate obtained is drained, dried in the... Starting materials: C(C)OC(=O)C=1OC2=C(C1C)C(=CC=C2)O (4-Hydroxy-3-methyl-benzofuran-2-carboxylic acid ethyl ester), ICCC (iodopropane), C(=O)([O-])[O-].[K+].[K+] (K2CO3). Solvent: CN(C)C=O (DMF). Reaction conditions: time 8 hour. Product: C(C)OC(=O)C=1OC2=C(C1C)C(=CC=C2)OCCC (3-methyl-4-propoxy-benzofuran-2-carboxylic acid ethyl ester). Reaction SMILES: [CH2:1]([O:3][C:4]([C:6]1[O:7][C:8]2[CH:15]=[CH:14][CH:13]=[C:12]([OH:16])[C:9]=2[C:10]=1[CH3:11])=[O:5])[CH3:2].I[CH2:18][CH2:19][CH3:20].C([O-])([O-])=O.[K+].[K+]>CN(C=O)C>[CH2:1]([O:3][C:4]([C:6]1[O:7][C:8]2[CH:15]=[CH:14][CH:13]=[C:12]([O:16][CH2:18][CH2:19][CH3:20])[C:9]=2[C:10]=1[CH3:11])=[O:5])[CH3:2] |f:2.3.4|. Reported procedure: 4-Hydroxy-3-methyl-benzofuran-2-carboxylic acid ethyl ester (200 mg) was mixed with iodopropane (0.5 mL), K2CO3 (200 mg) and 2 mL of DMF. The mixture was stirred at room temperature overnight. The mixture was washed with brine and extracted with ethyl acetate. The combined ethyl acetate layers were washed with brine. Removal of the solvent gave the crude product, which was purified by column chromatography to give 176 mg of 3-methyl-4-propoxy-benzofuran-2-carboxylic acid ethyl ester as white sol... Reaction conditions: temperature 80 celsius, time 18 hour. The product is [C@@H]12C=CC[C@H]2C(C1)=CC(=O)OCC ((1S,5R)-Ethyl bicyclo[3.2.0]hept-2-en-6-ylideneacetate). Reaction SMILES: [C@@H:1]12[CH2:7][C:6](=[CH:8][C:9]([OH:11])=[O:10])[C@@H:5]1[CH2:4][CH:3]=[CH:2]2.S(=O)(=O)(O)O.[CH2:17](O)[CH3:18]>>[C@@H:1]12[CH2:7][C:6](=[CH:8][C:9]([O:11][CH2:17][CH3:18])=[O:10])[C@@H:5]1[CH2:4][CH:3]=[CH:2]2. Procedure details: The compound of Example 2 was dissolved in ethanol (20 ml) and concentrated sulfuric acid was added. The reaction was heated to 80° C. and stirred for 18 hours. The solvent was removed in vacuo to yield the title compound as an oil. Starting materials: [C@@H]12C=CC[C@H]2C(C1)=CC(=O)O ((1S,5R)-Bicyclo[3.2.0]hept-2-en-6-ylideneacetic acid), C(C)O (ethanol), S(O)(O)(=O)=O (sulfuric acid).